From a dataset of the Open Reaction Database (ORD), a public repository of structured organic reaction records. describe an organic reaction: reactants, conditions, products, and yield Starting materials: [Na+], [OH-], O, O=S(=O)(O)O, Cc1nn(C)c(C)c1Oc1cc(Sc2ccccn2)cnc1C#N. Yields the product Cc1nn(C)c(C)c1Oc1cc(Sc2ccccn2)cnc1C(N)=O. RXN SMILES: [Na+:31].[OH-:30].[OH2:32].[S:25]([OH:26])(=[O:27])(=[O:28])[OH:29].[n:1]1[c:2]([S:7][c:8]2[cH:9][c:10]([O:16][c:17]3[c:18]([CH3:24])[n:19][n:20]([CH3:23])[c:21]3[CH3:22])[c:11]([C:14]#[N:15])[n:12][cH:13]2)[cH:3][cH:4][cH:5][cH:6]1>>[n:1]1[c:2]([S:7][c:8]2[cH:9][c:10]([O:16][c:17]3[c:18]([CH3:24])[n:19][n:20]([CH3:23])[c:21]3[CH3:22])[c:11]([C:14]([NH2:15])=[O:26])[n:12][cH:13]2)[cH:3][cH:4][cH:5][cH:6]1. Starting materials: CC(C)(C)OC(=O)Nc1cc(N2CCC2)c(C(F)(F)F)cc1NC(=O)CC(=O)c1ccnc(C#N)c1, ClCCl, O=C(O)C(F)(F)F. Yields the product N#Cc1cc(C2=Nc3cc(N4CCC4)c(C(F)(F)F)cc3NC(=O)C2)ccn1. Reaction SMILES: [C:1]([O:2][C:3](=[O:4])[NH:7][c:8]1[c:9]([NH:22][C:23]([CH2:24][C:25](=[O:5])[c:27]2[cH:28][c:29]([C:33]#[N:34])[n:30][cH:31][cH:32]2)=[O:35])[cH:10][c:11]([C:18]([F:19])([F:20])[F:21])[c:12]([N:14]2[CH2:15][CH2:16][CH2:17]2)[cH:13]1)([CH3:6])([CH3:26])[CH3:36].[Cl:44][CH2:45][Cl:46].[F:37][C:38]([F:39])([F:40])[C:41]([OH:42])=[O:43]>>[N:7]1=[C:25]([c:27]2[cH:28][c:29]([C:33]#[N:34])[n:30][cH:31][cH:32]2)[CH2:24][C:23](=[O:35])[NH:22][c:9]2[c:8]1[cH:13][c:12]([N:14]1[CH2:15][CH2:16][CH2:17]1)[c:11]([C:18]([F:19])([F:20])[F:21])[cH:10]2. Solvent: CO (methanol). Starting materials: BrC=1C=C(N)C=C(C1)CC (3-bromo-5-ethylaniline), C(C)OC(=O)C#CC(=O)OCC (diethylacetylene dicarboxylate). Reported procedure: Dissolve 3-bromo-5-ethylaniline (4.7g, 23.5mmol) in methanol (100mL) and add diethylacetylene dicarboxylate (5.5mL) at room temperature. Reflux for 10 hours and cool to room temperature. Evaporate the solvent in vacuo and add to diphenylether (100mL) at 250° C. Stir for 15 minutes and let cool to room temperature. Add hexane (500mL) and filter the precipitate. Purify by silica gel chromatography to give 5-ethyl-7-bromo-4-oxo-1,4-dihydroquinoline-2-carboxylic acid, ethyl ester Conditions: time 15 minute. Product: C(C)C1=C2C(C=C(NC2=CC(=C1)Br)C(=O)OCC)=O (5-ethyl-7-bromo-4-oxo-1,4-dihydroquinoline-2-carboxylic acid, ethyl ester). RXN SMILES: [Br:1][C:2]1[CH:3]=[C:4]([CH:6]=[C:7]([CH2:9][CH3:10])[CH:8]=1)[NH2:5].[CH2:11]([O:13][C:14]([C:16]#[C:17][C:18](OCC)=[O:19])=[O:15])[CH3:12]>CO>[CH2:9]([C:7]1[CH:8]=[C:2]([Br:1])[CH:3]=[C:4]2[C:6]=1[C:18](=[O:19])[CH:17]=[C:16]([C:14]([O:13][CH2:11][CH3:12])=[O:15])[NH:5]2)[CH3:10].